The task is: describe an organic reaction: reactants, conditions, products, and yield. This data is from the Open Reaction Database (ORD), a public repository of structured organic reaction records. Reactants: O=C([O-])[O-], CCCN, CS(C)=O, CC(C)OC(=O)N1CCC(Oc2ncnc(Nc3ccc(I)cc3F)c2C#N)CC1, I[Cu]I, [K+], [K+], O=C(O)C1CCCN1. Product: CCCNc1ccc(Nc2ncnc(OC3CCN(C(=O)OC(C)C)CC3)c2C#N)c(F)c1. As a reaction SMILES: [C:43](=[O:44])([O-:45])[O-:46].[CH2:31]([CH2:32][CH3:33])[NH2:34].[CH3:49][S:50]([CH3:51])=[O:52].[CH:1]([CH3:2])([CH3:3])[O:4][C:5](=[O:6])[N:7]1[CH2:8][CH2:9][CH:10]([O:13][c:14]2[n:15][cH:16][n:17][c:18]([NH:22][c:23]3[c:24]([F:30])[cH:25][c:26]([I:29])[cH:27][cH:28]3)[c:19]2[C:20]#[N:21])[CH2:11][CH2:12]1.[Cu:53]([I:54])[I:55].[K+:47].[K+:48].[OH:35][C:36]([CH:37]1[NH:38][CH2:39][CH2:40][CH2:41]1)=[O:42]>>[CH:1]([CH3:2])([CH3:3])[O:4][C:5](=[O:6])[N:7]1[CH2:8][CH2:9][CH:10]([O:13][c:14]2[n:15][cH:16][n:17][c:18]([NH:22][c:23]3[c:24]([F:30])[cH:25][c:26]([NH:34][CH2:31][CH2:32][CH3:33])[cH:27][cH:28]3)[c:19]2[C:20]#[N:21])[CH2:11][CH2:12]1. Starting materials: IC1=C(C=CC(=C1)Br)NC(=O)NC1=CC(=CC=C1)C(F)(F)F (1-(2-iodo-4-bromophenyl)-3-(3-trifluoromethylphenyl)urea), C(C)OP(OCC)OCC (triethylphosphite). The reagents and catalysts are Cl[Pd]Cl (PdCl2). Reaction conditions: temperature 130 celsius, time 8 hour. Yields the product C(C)OP(=O)(OCC)C1=C(C=CC(=C1)Br)NC(=O)NC1=CC(=CC=C1)C(F)(F)F (1-(2-diethylphosphono-4-bromophenyl)-3-(3-trifluoromethylphenyl)urea). Yield: 61.3%. As a reaction SMILES: I[C:2]1[CH:7]=[C:6]([Br:8])[CH:5]=[CH:4][C:3]=1[NH:9][C:10]([NH:12][C:13]1[CH:18]=[CH:17][CH:16]=[C:15]([C:19]([F:22])([F:21])[F:20])[CH:14]=1)=[O:11].[CH2:23]([O:25][P:26]([O:30]CC)[O:27][CH2:28][CH3:29])[CH3:24]>Cl[Pd]Cl>[CH2:23]([O:25][P:26]([C:2]1[CH:7]=[C:6]([Br:8])[CH:5]=[CH:4][C:3]=1[NH:9][C:10]([NH:12][C:13]1[CH:18]=[CH:17][CH:16]=[C:15]([C:19]([F:22])([F:21])[F:20])[CH:14]=1)=[O:11])([O:27][CH2:28][CH3:29])=[O:30])[CH3:24]. Procedure details: To a 30 mL vial, 1-(2-iodo-4-bromophenyl)-3-(3-trifluoromethylphenyl)urea (2.00 g, 4.12 mmol) was added along with triethylphosphite (1.03 g, 6.0 mmol) and PdCl2 (49 mg, 0.278 mmol). The vial was flushed with N2 sealed and then heated at 130° C. while stirring overnight. The resulting solution was cooled to room temperature, dissolved in a 1:1 mixture of EtOAc/hexane and then purified on a silica column using mixtures of EtOAc/hexanes to give 1.25 g of 1-(2-diethylphosphono-4-bromophenyl)-3-(3-t... Reactants: C(C)(C)(C)C1=CC=C(C=C1)CCC(=O)Cl (3-(4-t-butylphenyl)propionyl chloride), [Cl-].[Al+3].[Cl-].[Cl-] (aluminum chloride). Solvent: C(Cl)Cl (methylene chloride). Run at time 8 hour. Yields the product C(C)(C)(C)C1=CC=C2CCC(C2=C1)=O (6-t-butyl-1-indanone). Isolated yield 131.0%. RXN SMILES: [C:1]([C:5]1[CH:10]=[CH:9][C:8]([CH2:11][CH2:12][C:13](Cl)=[O:14])=[CH:7][CH:6]=1)([CH3:4])([CH3:3])[CH3:2].[Cl-].[Al+3].[Cl-].[Cl-]>C(Cl)Cl>[C:1]([C:5]1[CH:10]=[C:9]2[C:8]([CH2:11][CH2:12][C:13]2=[O:14])=[CH:7][CH:6]=1)([CH3:4])([CH3:3])[CH3:2] |f:1.2.3.4|. Procedure: A 3 neck round bottom flask fit with a thermometer, nitrogen inlet, condenser, overhead stirrer, and solids addition funnel was charged with 3-(4-t-butylphenyl)propionyl chloride (99.0 g, 0.442 mol) and methylene chloride (2.0 L). The reaction mixture was cooled to 10 C. and aluminum chloride (62.1 g, 0.466 mol) was added slowly to the reaction mixture. After allowing the reaction to warm to room temperature and stir overnight the reaction was quenched into 5% HCl/ice (1 L). The organics were wa... Starting materials: CO\N=C(\C(=O)NC)/C1=C(C=CC=C1)C ((E)-2-methoxyimino-2-(2-methylphenyl)-N-methylacetamide), C1CC(=O)N(C1=O)Br (NBS), N(=NC(C#N)(C)C)C(C#N)(C)C (α,α'-azobis(isobutyronitrile)). Solvent: C(Cl)(Cl)(Cl)Cl (carbon tetrachloride). Yields the product BrCC1=C(C=CC=C1)\C(\C(=O)NC)=N/OC ((E)-2-(2-bromomethylphenyl)-2-methoxyimino-N-methylacetamide). Yield: 37.9%. As a reaction SMILES: [CH3:1][O:2]/[N:3]=[C:4](\[C:9]1[CH:14]=[CH:13][CH:12]=[CH:11][C:10]=1[CH3:15])/[C:5]([NH:7][CH3:8])=[O:6].C1C(=O)N([Br:23])C(=O)C1.N(C(C)(C)C#N)=NC(C)(C)C#N>C(Cl)(Cl)(Cl)Cl>[Br:23][CH2:15][C:10]1[CH:11]=[CH:12][CH:13]=[CH:14][C:9]=1/[C:4](=[N:3]\[O:2][CH3:1])/[C:5]([NH:7][CH3:8])=[O:6]. Procedure: To (E)-2-methoxyimino-2-(2-methylphenyl)-N-methylacetamide (2.66 g, 0.01 mol), added were carbon tetrachloride (20 ml), NBS (1.96 g, 0.011 mol) and α,α'-azobis(isobutyronitrile) (0.16 g, 0.001 mol), and the reaction mixture was heated under reflux for 1 hour. After completion of the reaction, undissolved materials were removed and the remaining mixture was concentrated under reduced pressure. The residue was purified by silica gel chromatography (ethyl acetate/toluene) to give (E)-2-(2-bromometh... Reactants: Cl.CNOC (N,O-dimethylhydroxylamine hydrochloride), CN1CCOCC1 (N-methylmorpholine), Cl.CN(CCCN=C=NCC)C (1-(3-dimethylaminopropyl)-3-ethylcarbodiimide hydrochloride), C(C)(C)(C)OC(=O)NCCCC(=O)O (4-(tert-butoxycarbonylamino)butyric acid). Reagents/catalysts: CN(C1=CC=NC=C1)C (4-(Dimethylamino)pyridine). Solvent: ClCCl (dichloromethane). Reaction conditions: time 18 hour. Yields the product CC(C)(C)OC(NCCCC(=O)NCOC)=O ([4-(Methoxymethylamino)-4-oxobutyl]carbamic acid 1,1-dimethylethyl ester). The yield is 82.8%. As a reaction SMILES: Cl.CN[O:4][CH3:5].[CH3:6][N:7]1CCOCC1.Cl.CN(C)CCCN=C=NCC.[C:25]([O:29][C:30]([NH:32][CH2:33][CH2:34][CH2:35][C:36]([OH:38])=O)=[O:31])([CH3:28])([CH3:27])[CH3:26]>CN(C)C1C=CN=CC=1.ClCCl>[CH3:28][C:25]([O:29][C:30](=[O:31])[NH:32][CH2:33][CH2:34][CH2:35][C:36]([NH:7][CH2:6][O:4][CH3:5])=[O:38])([CH3:26])[CH3:27] |f:0.1,3.4|. Procedure: 4-(Dimethylamino)pyridine (6.11 g), N,O-dimethylhydroxylamine hydrochloride(4.88 g), N-methylmorpholine (5.06 g) and 1-(3-dimethylaminopropyl)-3-ethylcarbodiimide hydrochloride (9.58 g) were added in quick succession to a solution of 4-(tert-butoxycarbonylamino)butyric acid (10.16 g) in dichloromethane (200 ml). The reaction mixture was then stirred under ambient conditions for 18 h. The solution was then washed with 2M hydrochloric acid solution, 10% sodium bicarbonate solution and brine. The o...